This data is from the Open Reaction Database (ORD), a public repository of structured organic reaction records. The task is: describe an organic reaction: reactants, conditions, products, and yield Starting materials: C1(CC1)N (cyclopropylamine), CON=C(CBr)C1=NC=C(C=C1Cl)Cl (2-bromo-1-(3,5-dichloropyridin-2-yl)ethanone-O-methyloxime), O (water). Solvent: C(C)#N (acetonitrile), C(C)#N (acetonitrile). Reaction conditions: time 18 hour. The product is CON=C(CNC1CC1)C1=NC=C(C=C1Cl)Cl (2-cyclopropylamino-1-(3,5-dichloropyridin-2-yl)ethanone-O-methyloxime). Yield: 69.9%. Reaction SMILES: [CH3:1][O:2][N:3]=[C:4]([C:7]1[C:12]([Cl:13])=[CH:11][C:10]([Cl:14])=[CH:9][N:8]=1)[CH2:5]Br.[CH:15]1([NH2:18])[CH2:17][CH2:16]1.O>C(#N)C>[CH3:1][O:2][N:3]=[C:4]([C:7]1[C:12]([Cl:13])=[CH:11][C:10]([Cl:14])=[CH:9][N:8]=1)[CH2:5][NH:18][CH:15]1[CH2:17][CH2:16]1. Procedure details: To 700 mg of 2-bromo-1-(3,5-dichloropyridin-2-yl)ethanone-O-methyloxime prepared in the same manner as in Steps 1 to 3 in Synthetic Example 2 in 10 ml of acetonitrile, 402 mg of cyclopropylamine in 5 ml of acetonitrile was added, and the mixture was stirred at room temperature for 18 hours. After completion of the reaction, the reaction mixture was mixed with 30 ml of water and extracted with ethyl acetate (40 ml×2, the resulting organic layers were combined, washed with water (30 ml×1) and drie...